The task is: describe an organic reaction: reactants, conditions, products, and yield. This data is from the Open Reaction Database (ORD), a public repository of structured organic reaction records. Run in C(C)OCC (diethyl ether). RXN SMILES: [CH3:1][C:2]1([CH3:32])[S:6][C@@H:5]2[C@H:7]([NH:10][C:11]([C@@H:13]([NH2:20])[C:14]3[CH:15]=[CH:16][CH:17]=[CH:18][CH:19]=3)=[O:12])[C:8](=[O:9])[N:4]2[C@H:3]1[C:21]([O:23][CH2:24][O:25][C:26]([C:28]([CH3:31])([CH3:30])[CH3:29])=[O:27])=[O:22].Cl.C(=O)(O)[O-].[Na+]>C(OCC)C>[CH3:1][C:2]1([CH3:32])[S:6][C@@H:5]2[C@H:7]([NH:10][C:11]([C@@H:13]([NH2:20])[C:14]3[CH:19]=[CH:18][CH:17]=[CH:16][CH:15]=3)=[O:12])[C:8](=[O:9])[N:4]2[C@H:3]1[C:21]([O:23][CH2:24][O:25][C:26]([C:28]([CH3:31])([CH3:30])[CH3:29])=[O:27])=[O:22] |f:0.1,2.3|. The product is CC1([C@@H](N2[C@H](S1)[C@@H](C2=O)NC(=O)[C@H](C=3C=CC=CC3)N)C(=O)OCOC(=O)C(C)(C)C)C (Pivampicillin). Reactants: CC1([C@@H](N2[C@H](S1)[C@@H](C2=O)NC(=O)[C@H](C=3C=CC=CC3)N)C(=O)OCOC(=O)C(C)(C)C)C.Cl (pivampicillin hydrochloride), CC1([C@@H](N2[C@H](S1)[C@@H](C2=O)NC(=O)[C@H](C=3C=CC=CC3)N)C(=O)OCOC(=O)C(C)(C)C)C.Cl (pivampicillin hydrochloride), C([O-])(O)=O.[Na+] (sodium bicarbonate), C([O-])(O)=O.[Na+] (sodium bicarbonate). Procedure: Pivampicillin was prepared in the crystalline state by a balanced addition of aqueous solutions of pivampicillin hydrochloride (solution A) and sodium bicarbonate (solution B) to a stirred 7% aqueous diethyl ether solution (500 ml) at 25° C. keeping the pH in the 6.0 - 6.5 range. Reactants: C(\C=C\C(=O)[O-])(=O)OCC (Mono ethyl fumarate), C(CC\C=C/C\C=C/C\C=C/C\C=C/C\C=C/C\C=C/CC)(=O)NCCNC(/C=C/C(=O)OC)=O ((E)-methyl 4-(2-(4Z,7Z,10Z,13Z,16Z,19Z)-docosa-4,7,10,13,16,19-hexaenamidoethylamino)-4-oxobut-2-enoate). The product is C(CC\C=C/C\C=C/C\C=C/C\C=C/C\C=C/C\C=C/CC)(=O)NCCNC(/C=C/C(=O)OCC)=O ((E)-ethyl 4-(2-(4Z,7Z,10Z,13Z,16Z,19Z)-docosa-4,7,10,13,16,19-hexaenamidoethylamino)-4-oxobut-2-enoate). Reaction SMILES: [C:1]([O:8][CH2:9][CH3:10])(=[O:7])/[CH:2]=[CH:3]/[C:4]([O-:6])=O.[C:11]([NH:34][CH2:35][CH2:36][NH:37]C(=O)/C=C/C(OC)=O)(=[O:33])[CH2:12][CH2:13]/[CH:14]=[CH:15]\[CH2:16]/[CH:17]=[CH:18]\[CH2:19]/[CH:20]=[CH:21]\[CH2:22]/[CH:23]=[CH:24]\[CH2:25]/[CH:26]=[CH:27]\[CH2:28]/[CH:29]=[CH:30]\[CH2:31][CH3:32]>>[C:11]([NH:34][CH2:35][CH2:36][NH:37][C:4](=[O:6])/[CH:3]=[CH:2]/[C:1]([O:8][CH2:9][CH3:10])=[O:7])(=[O:33])[CH2:12][CH2:13]/[CH:14]=[CH:15]\[CH2:16]/[CH:17]=[CH:18]\[CH2:19]/[CH:20]=[CH:21]\[CH2:22]/[CH:23]=[CH:24]\[CH2:25]/[CH:26]=[CH:27]\[CH2:28]/[CH:29]=[CH:30]\[CH2:31][CH3:32]. Procedure: Mono ethyl fumarate (commercially available) was subjected to the same reaction conditions outlined earlier in the preparation of (E)-methyl 4-(2-(4Z,7Z,10Z,13Z,16Z,19Z)-docosa-4,7,10,13,16,19-hexaenamidoethylamino)-4-oxobut-2-enoate. The desired product, namely (E)-ethyl 4-(2-(4Z,7Z,10Z,13Z,16Z,19Z)-docosa-4,7,10,13,16,19-hexaenamidoethylamino)-4-oxobut-2-enoate, was obtained after purification by silica gel chromatography. MS (EI) calcd for C30H40N2O4: 496.33. found 497 (M+1). Starting materials: ClC(=O)OCC1=CC=CC=C1 (benzyl chloroformate), [OH-].[Na+] (sodium hydroxide), Cl.Cl.NCCCCCN (1,5-diaminopentane dihydrochloride). The solvent is C1CCOC1 (THF), C1CCOC1 (THF), C(C)(=O)OCC (ethyl acetate). Reaction conditions: time 1 hour. Yields the product C(C1=CC=CC=C1)OC(=O)NCCCCCN (5-(benzyloxycarbonylamino)pentanamine). Yield: 10.6%. RXN SMILES: Cl.Cl.[NH2:3][CH2:4][CH2:5][CH2:6][CH2:7][CH2:8][NH2:9].[OH-].[Na+].Cl[C:13]([O:15][CH2:16][C:17]1[CH:22]=[CH:21][CH:20]=[CH:19][CH:18]=1)=[O:14]>C1COCC1.C(OCC)(=O)C>[CH2:16]([O:15][C:13]([NH:3][CH2:4][CH2:5][CH2:6][CH2:7][CH2:8][NH2:9])=[O:14])[C:17]1[CH:22]=[CH:21][CH:20]=[CH:19][CH:18]=1 |f:0.1.2,3.4|. Procedure: To a suspension of 1,5-diaminopentane dihydrochloride (2.9 g, 16.7 mmol) in THF (100 mL) was added 20% aqueous sodium hydroxide (10.0 g, 50 mmol) at 0° C. A solution of benzyl chloroformate (1.7 g, 10 mmol) in THF (10 mL) was added rapidly dropwise and the resulting mixture stirred at RT. After 1 h, the organic layer was separated and concentrated to give a residue which was dissolved in ethyl acetate (200 mL). This solution was extracted with water (3×50 mL.), dried (sodium sulfate) and concent... The reactants are CCCCCCCCCCCCCCCCCCC1(COCc2ccccc2)CC(=O)C1, ClCCl, O=C(OO)c1cccc(Cl)c1. As a reaction SMILES: [CH2:1]([c:2]1[cH:3][cH:4][cH:5][cH:6][cH:7]1)[O:8][CH2:9][C:10]1([CH2:15][CH2:16][CH2:17][CH2:18][CH2:19][CH2:20][CH2:21][CH2:22][CH2:23][CH2:24][CH2:25][CH2:26][CH2:27][CH2:28][CH2:29][CH2:30][CH2:31][CH3:32])[CH2:11][C:12](=[O:14])[CH2:13]1.[CH2:44]([Cl:45])[Cl:46].[Cl:33][c:34]1[cH:35][cH:36][cH:37][c:38]([C:39]([O:40][OH:42])=[O:41])[cH:43]1>>[CH2:1]([c:2]1[cH:3][cH:4][cH:5][cH:6][cH:7]1)[O:8][CH2:9][C:10]1([CH2:15][CH2:16][CH2:17][CH2:18][CH2:19][CH2:20][CH2:21][CH2:22][CH2:23][CH2:24][CH2:25][CH2:26][CH2:27][CH2:28][CH2:29][CH2:30][CH2:31][CH3:32])[CH2:11][O:14][C:12](=[O:41])[CH2:13]1. The product is CCCCCCCCCCCCCCCCCCC1(COCc2ccccc2)COC(=O)C1.